From a dataset of the Open Reaction Database (ORD), a public repository of structured organic reaction records. describe an organic reaction: reactants, conditions, products, and yield Reactants: OC1CCC(CC1)=O (4-hydroxycyclohexanone), C(CO)O (ethylene glycol), C1(=CC=C(C=C1)S(=O)(=O)O)C (p-toluenesulfonic acid). Run in C1=CC=CC=C1 (benzene). The product is C1COC2(CCC(CC2)O)O1 (4-hydroxycyclohexanone ethylene monoketal). As a reaction SMILES: [OH:1][CH:2]1[CH2:7][CH2:6][C:5](=[O:8])[CH2:4][CH2:3]1.[CH2:9](O)[CH2:10][OH:11].C1(C)C=CC(S(O)(=O)=O)=CC=1>C1C=CC=CC=1>[CH2:10]1[O:11][C:5]2([CH2:6][CH2:7][CH:2]([OH:1])[CH2:3][CH2:4]2)[O:8][CH2:9]1. Procedure details: A reaction mixture consisting of 10 gm. (0.085 mole) 4-hydroxycyclohexanone, 4.75 ml. ethylene glycol, 0.20 gm. p-toluenesulfonic acid, and 100 ml. benzene is heated at the reflux temperature in a reaction vessel fitted with a Dean and Stark trap for 2 hours. After the reaction mixture has cooled, it is washed first with water and then with brine. The benzene is then removed by evaporation under reduced pressure giving the intermediate 4-hydroxycyclohexanone ethylene monoketal as a viscous oil w... Reactants: [Ag+], CC(C)(C)c1cccc(C(C)(C)C)n1, ClCCl, O=S(=O)([O-])C(F)(F)F, CI, COC(=O)c1ccc(C2CCC(O)CC2)cc1C. Product: COC(=O)c1ccc(C2CCC(OC)CC2)cc1C. Reaction SMILES: [Ag+:46].[C:19]([c:20]1[cH:21][cH:22][cH:23][c:24]([C:25]([CH3:26])([CH3:27])[CH3:28])[n:29]1)([CH3:30])([CH3:31])[CH3:32].[Cl:35][CH2:36][Cl:37].[F:38][C:39]([F:40])([F:41])[S:42]([O-:43])(=[O:44])=[O:45].[I:33][CH3:34].[OH:1][CH:2]1[CH2:3][CH2:4][CH:5]([c:8]2[cH:9][c:10]([CH3:18])[c:11]([C:12](=[O:13])[O:14][CH3:15])[cH:16][cH:17]2)[CH2:6][CH2:7]1>>[O:1]([CH:2]1[CH2:3][CH2:4][CH:5]([c:8]2[cH:9][c:10]([CH3:18])[c:11]([C:12](=[O:13])[O:14][CH3:15])[cH:16][cH:17]2)[CH2:6][CH2:7]1)[CH3:19].